From a dataset of the Open Reaction Database (ORD), a public repository of structured organic reaction records. describe an organic reaction: reactants, conditions, products, and yield Starting materials: CO, O=C(c1cc(F)ccc1C(F)(F)F)N1CCN(c2ncc(S(=O)(=O)NCCC3CC3)cc2Br)CC1, [H][H]. The product is O=C(c1cc(F)ccc1C(F)(F)F)N1CCN(c2ccc(S(=O)(=O)NCCC3CC3)cn2)CC1. RXN SMILES: [CH3:38][OH:39].[CH:1]1([CH2:4][CH2:5][NH:6][S:7](=[O:8])(=[O:9])[c:10]2[cH:11][n:12][c:13]([N:17]3[CH2:18][CH2:19][N:20]([C:23]([c:24]4[c:25]([C:31]([F:32])([F:33])[F:34])[cH:26][cH:27][c:28]([F:30])[cH:29]4)=[O:35])[CH2:21][CH2:22]3)[c:14]([Br:16])[cH:15]2)[CH2:2][CH2:3]1.[H:36][H:37]>>[CH:1]1([CH2:4][CH2:5][NH:6][S:7](=[O:8])(=[O:9])[c:10]2[cH:11][n:12][c:13]([N:17]3[CH2:18][CH2:19][N:20]([C:23]([c:24]4[c:25]([C:31]([F:32])([F:33])[F:34])[cH:26][cH:27][c:28]([F:30])[cH:29]4)=[O:35])[CH2:21][CH2:22]3)[cH:14][cH:15]2)[CH2:2][CH2:3]1. As a reaction SMILES: [C:1]1([CH:7]([CH3:9])[CH3:8])[CH:6]=[CH:5][CH:4]=[CH:3][CH:2]=1.C(=O)([O-])[O-:11].[Na+].[Na+].[OH2:16]>>[O-:16][OH:11].[C:1]1([CH:7]([CH3:9])[CH3:8])[CH:6]=[CH:5][CH:4]=[CH:3][CH:2]=1 |f:1.2.3,5.6|. Product: [O-]O.C1(=CC=CC=C1)C(C)C (cumene hydroperoxide). Procedure: Cumene was air-oxidized at 100°-110° C. in the presence of an aqueous solution of sodium carbonate. After the reaction, oil-water separation was conducted, and the oily product was concentrated to provide a solution of cumene hydroperoxide (CHP) of which composition is indicated in Table 1. The reactants are C1(=CC=CC=C1)C(C)C (Cumene), C([O-])([O-])=O.[Na+].[Na+] (sodium carbonate), O (water). Reactants: COC(=O)[C@H]1N(C[C@@H](C1)S(=O)(=O)CC1CC1)C=1N(N=C(C1)C)CCC1=CC=CC=C1 ((2S,4R)-4-cyclopropylmethanesulfonyl-1-(5-methyl-2-phenethyl-2H-pyrazol-3-yl)-pyrrolidine-2-carboxylic acid methyl ester), [OH-].[Li+] (lithium hydroxide). Product: C1(CC1)CS(=O)(=O)[C@@H]1C[C@H](N(C1)C=1N(N=C(C1)C)CCC1=CC=CC=C1)C(=O)O ((2S,4R)-4-Cyclopropylmethanesulfonyl-1-(5-methyl-2-phenethyl-2H-pyrazol-3-yl)-pyrrolidine-2-carboxylic acid). Reaction SMILES: C[O:2][C:3]([C@@H:5]1[CH2:9][C@@H:8]([S:10]([CH2:13][CH:14]2[CH2:16][CH2:15]2)(=[O:12])=[O:11])[CH2:7][N:6]1[C:17]1[N:18]([CH2:23][CH2:24][C:25]2[CH:30]=[CH:29][CH:28]=[CH:27][CH:26]=2)[N:19]=[C:20]([CH3:22])[CH:21]=1)=[O:4].[OH-].[Li+]>>[CH:14]1([CH2:13][S:10]([C@H:8]2[CH2:7][N:6]([C:17]3[N:18]([CH2:23][CH2:24][C:25]4[CH:30]=[CH:29][CH:28]=[CH:27][CH:26]=4)[N:19]=[C:20]([CH3:22])[CH:21]=3)[C@H:5]([C:3]([OH:4])=[O:2])[CH2:9]2)(=[O:11])=[O:12])[CH2:16][CH2:15]1 |f:1.2|. Procedure: In analogy to the procedure described in example 253e, (2S,4R)-4-cyclopropylmethanesulfonyl-1-(5-methyl-2-phenethyl-2H-pyrazol-3-yl)-pyrrolidine-2-carboxylic acid methyl ester was saponified in the presence of lithium hydroxide to give the title compound as off-white solid which was used in the next step without further purification. MS (ESI): m/z=417.6 [M+H]+. Reactants: C(#N)C1=CC=C(O1)S(=O)(=O)NC1=NC(=NC(=C1)O[C@@H](COC(C1=CC=CC=C1)(C1=CC=CC=C1)C1=CC=CC=C1)C)SCC1=C(C(=CC=C1)F)F (5-cyano-N-{2-[(2,3-difluorobenzyl)thio]-6-[(1R)-1-methyl-2-(triphenylmethyloxy)ethoxy]pyrimidin-4-yl}furan-2-sulfonamide), product, O.C1(=CC=C(C=C1)S(=O)(=O)O)C (para-toluenesulfonic acid hydrate), C1(=CC=CC=C1)OC (anisole), O (H2O). Run in CO (methanol). Reaction conditions: time 5 hour. The product is C(#N)C1=CC=C(O1)S(=O)(=O)NC1=NC(=NC(=C1)O[C@@H](CO)C)SCC1=C(C(=CC=C1)F)F (5-cyano-N-{2-[(2,3-difluorobenzyl)thio]-6-[(1R)-2-hydroxy-1-methylethoxy]pyrimidin-4-yl}furan-2-sulfonamide). Reaction SMILES: [C:1]([C:3]1[O:7][C:6]([S:8]([NH:11][C:12]2[CH:17]=[C:16]([O:18][C@H:19]([CH3:41])[CH2:20][O:21]C(C3C=CC=CC=3)(C3C=CC=CC=3)C3C=CC=CC=3)[N:15]=[C:14]([S:42][CH2:43][C:44]3[CH:49]=[CH:48][CH:47]=[C:46]([F:50])[C:45]=3[F:51])[N:13]=2)(=[O:10])=[O:9])=[CH:5][CH:4]=1)#[N:2].O.C1(C)C=CC(S(O)(=O)=O)=CC=1.C1(OC)C=CC=CC=1.O>CO>[C:1]([C:3]1[O:7][C:6]([S:8]([NH:11][C:12]2[CH:17]=[C:16]([O:18][C@H:19]([CH3:41])[CH2:20][OH:21])[N:15]=[C:14]([S:42][CH2:43][C:44]3[CH:49]=[CH:48][CH:47]=[C:46]([F:50])[C:45]=3[F:51])[N:13]=2)(=[O:10])=[O:9])=[CH:5][CH:4]=1)#[N:2] |f:1.2|. Procedure details: To a solution of 5-cyano-N-{2-[(2,3-difluorobenzyl)thio]-6-[(1R)-1-methyl-2-(triphenylmethyloxy)ethoxy]pyrimidin-4-yl}furan-2-sulfonamide (the product of step ii) (0.15 g) in methanol (5 mL) was added para-toluenesulfonic acid hydrate (39 mg) and anisole (0.23 mL). After stirring at room temperature for 5 h, H2O (5 mL) was added and the mixture extracted with EtOAc (3×10 mL). The combined organic layers were washed with brine (10 mL), dried (MgSO4), filtered and evaporated to dryness in vacuo. T...